This data is from the Open Reaction Database (ORD), a public repository of structured organic reaction records. The task is: describe an organic reaction: reactants, conditions, products, and yield Starting materials: ( 1/10 ), CCOCC (Et2O), C(C=1C(N)=CC=CC1)#N (anthranilonitrile), C(C)OCC (diethyl ether), Grignard reagent, C(CC)[Mg]Cl (propylmagnesium chloride). Run at time 5 hour. Product: NC1=C(C=CC=C1)C(CCC)=O (1-(2-aminophenyl)-1-butanone). RXN SMILES: [C:1](#N)[C:2]1[C:3](=[CH:5][CH:6]=[CH:7][CH:8]=1)[NH2:4].[CH2:10]([Mg]Cl)[CH2:11][CH3:12].C([O:17]CC)C>>[NH2:4][C:3]1[CH:5]=[CH:6][CH:7]=[CH:8][C:2]=1[C:1](=[O:17])[CH2:10][CH2:11][CH3:12]. Reported procedure: A solution of anthranilonitrile (1 equiv., Aldrich) in diethyl ether (2.4 M) was cooled to 0° C. and treated with propylmagnesium chloride (2.5 equiv., Aldrich; 2.0 M in Et2O) in a dropwise manner over the course of an hour. After addition of 25% of the Grignard reagent, an additional {fraction (1/10)} volume of Et2O was added. The cooling bath was removed and stirring of the suspension continued for 5 hours. The reaction was returned to 0° C. and cautiously quenched with 3 N HCl. The cooling ba... Reactants: COC(=O)C12CC3CC(C1)CC(C(=O)OC)(C3)C2, CC(=O)O, O=C1c2ccccc2C(=O)N1O. Product: COC(=O)C12CC3CC(O)(C1)CC(C(=O)OC)(C3)C2. As a reaction SMILES: [CH3:1][O:2][C:3](=[O:4])[C:5]12[CH2:6][C:7]3([C:15](=[O:16])[O:17][CH3:18])[CH2:8][CH:9]([CH2:10][CH:11]([CH2:12]1)[CH2:13]3)[CH2:14]2.[CH3:31][C:32](=[O:33])[OH:34].[OH:19][N:20]1[C:21](=[O:22])[c:23]2[cH:24][cH:25][cH:26][cH:27][c:28]2[C:29]1=[O:30]>>[CH3:1][O:2][C:3](=[O:4])[C:5]12[CH2:6][C:7]3([C:15](=[O:16])[O:17][CH3:18])[CH2:8][C:9]([OH:19])([CH2:10][CH:11]([CH2:12]1)[CH2:13]3)[CH2:14]2. Reactants: C(O)([O-])=O.[Na+] (sodium hydrogen carbonate), COC=1C=C2C(=CC=NC2=CC1OC)OC1=CC=C(C=C1)N (6,7-Dimethoxy-4-(4-aminophenoxy)quinoline), NC1=C(C=CC=C1)O (2-Aminophenol), ClC(Cl)(OC(OC(Cl)(Cl)Cl)=O)Cl (triphosgene). Solvent: C1(=CC=CC=C1)C (toluene), C(C)N(CC)CC (triethylamine). Product: OC1=C(C=CC=C1)NC(=O)NC1=CC=C(C=C1)OC1=CC=NC2=CC(=C(C=C12)OC)OC (N-(2-Hydroxyphenyl)-N'-{4-[(6,7-dimethoxy-4-quinolyl)oxy]phenyl}urea). Yield: 56.3%. RXN SMILES: [CH3:1][O:2][C:3]1[CH:4]=[C:5]2[C:10](=[CH:11][C:12]=1[O:13][CH3:14])[N:9]=[CH:8][CH:7]=[C:6]2[O:15][C:16]1[CH:21]=[CH:20][C:19]([NH2:22])=[CH:18][CH:17]=1.ClC(Cl)(O[C:27](=[O:33])OC(Cl)(Cl)Cl)Cl.[NH2:35][C:36]1[CH:41]=[CH:40][CH:39]=[CH:38][C:37]=1[OH:42].C(=O)([O-])O.[Na+]>C1(C)C=CC=CC=1.C(N(CC)CC)C>[OH:42][C:37]1[CH:38]=[CH:39][CH:40]=[CH:41][C:36]=1[NH:35][C:27]([NH:22][C:19]1[CH:18]=[CH:17][C:16]([O:15][C:6]2[C:5]3[C:10](=[CH:11][C:12]([O:13][CH3:14])=[C:3]([O:2][CH3:1])[CH:4]=3)[N:9]=[CH:8][CH:7]=2)=[CH:21][CH:20]=1)=[O:33] |f:3.4|. Reported procedure: 6,7-Dimethoxy-4-(4-aminophenoxy)quinoline (105 mg) was dissolved in toluene (10 ml) with heat, after the addition of triethylamine (2 ml), triphosgene (118 mg) was added, and the admixture was refluxed with heat for 2 minutes. 2-Aminophenol (77 mg) was added to the reaction mixture, and the admixture was refluxed with heat for 10 minutes. After the addition of aqueous sodium hydrogen carbonate, the reaction mixture was extracted with chloroform, and the organic layer was then washed with brine a... The reactants are FC1=CC=C2C=CC(N(C2=C1)CC=O)=O ((7-Fluoro-2-oxo-1(2H)-quinolinyl)acetaldehyde), [BH-](OC(=O)C)(OC(=O)C)OC(=O)C.[Na+] (NaBH(OAc)3), N1CCC(CC1)NC(OC(C)(C)C)=O (1,1-dimethylethyl 4-piperidinylcarbamate), [O-]S(=O)(=O)[O-].[Na+].[Na+] (Na2SO4). Run in CO.C(Cl)Cl (MeOH DCM). Reaction conditions: time 16 hour. Product: FC1=CC=C2C=CC(N(C2=C1)CCN1CCC(CC1)NC(OC(C)(C)C)=O)=O (1,1-Dimethylethyl {1-[2-(7-fluoro-2-oxo-1(2H)-quinolinyl)ethyl]-4-piperidinyl}carbamate). Isolated yield 72.2%. RXN SMILES: [F:1][C:2]1[CH:11]=[C:10]2[C:5]([CH:6]=[CH:7][C:8](=[O:15])[N:9]2[CH2:12][CH:13]=O)=[CH:4][CH:3]=1.[NH:16]1[CH2:21][CH2:20][CH:19]([NH:22][C:23](=[O:29])[O:24][C:25]([CH3:28])([CH3:27])[CH3:26])[CH2:18][CH2:17]1.[O-]S([O-])(=O)=O.[Na+].[Na+].[BH-](OC(C)=O)(OC(C)=O)OC(C)=O.[Na+]>CO.C(Cl)Cl>[F:1][C:2]1[CH:11]=[C:10]2[C:5]([CH:6]=[CH:7][C:8](=[O:15])[N:9]2[CH2:12][CH2:13][N:16]2[CH2:17][CH2:18][CH:19]([NH:22][C:23](=[O:29])[O:24][C:25]([CH3:27])([CH3:26])[CH3:28])[CH2:20][CH2:21]2)=[CH:4][CH:3]=1 |f:2.3.4,5.6,7.8|. Reported procedure: (7-Fluoro-2-oxo-1(2H)-quinolinyl)acetaldehyde (0.50 g, 2.41 mmol) (for a preparation see Example 88(a)) was combined with 1,1-dimethylethyl 4-piperidinylcarbamate (0.48 g, 2.41 mmol) in 1:1 MeOH/DCM (20 mL). Excess Na2SO4 was added as a drying agent and the solution was stirred at ambient temperature for 16 h. NaBH(OAc)3 (1.53 g, 7.23 mmol) was added and the reaction was stirred an additional 2 h. The solution was concentrated onto silica gel under vacuum and the crude residue purified by column... The reactants are OCC=1C=C(N)C=CC1 (3-(hydroxymethyl)aniline), COC=1C=C(C=CC1)N(C(CN=C=O)=O)CC(=O)N(C1=CC=CC=C1)C (2-[N-(3-methoxyphenyl)isocyanatoacetamido]-N-methyl-N-phenylacetamide). The product is OCC=1C=C(C=CC1)NC(NCC(=O)N(C1=CC(=CC=C1)OC)CC(=O)N(C1=CC=CC=C1)C)=O (2-[2-{3-[3-(hydroxymethyl)phenyl]ureido}-N-(3-methoxyphenyl)acetamido]-N-methyl-N-phenylacetamide). The yield is 61.1%. RXN SMILES: [OH:1][CH2:2][C:3]1[CH:4]=[C:5]([CH:7]=[CH:8][CH:9]=1)[NH2:6].[CH3:10][O:11][C:12]1[CH:13]=[C:14]([N:18]([CH2:25][C:26]([N:28]([CH3:35])[C:29]2[CH:34]=[CH:33][CH:32]=[CH:31][CH:30]=2)=[O:27])[C:19](=[O:24])[CH2:20][N:21]=[C:22]=[O:23])[CH:15]=[CH:16][CH:17]=1>>[OH:1][CH2:2][C:3]1[CH:4]=[C:5]([NH:6][C:22](=[O:23])[NH:21][CH2:20][C:19]([N:18]([CH2:25][C:26]([N:28]([CH3:35])[C:29]2[CH:34]=[CH:33][CH:32]=[CH:31][CH:30]=2)=[O:27])[C:14]2[CH:15]=[CH:16][CH:17]=[C:12]([O:11][CH3:10])[CH:13]=2)=[O:24])[CH:7]=[CH:8][CH:9]=1. Procedure: Using a procedure similar to that described in Example 31, but starting with 3-(hydroxymethyl)aniline (1.1 g) and 2-[N-(3-methoxyphenyl)isocyanatoacetamido]-N-methyl-N-phenylacetamide (3.2 g), and after recrystallisation in ethyl acetate, 2-[2-{3-[3-(hydroxymethyl)phenyl]ureido}-N-(3-methoxyphenyl)acetamido]-N-methyl-N-phenylacetamide (2.6 g), m.p. 142° C., is obtained.